From a dataset of the Open Reaction Database (ORD), a public repository of structured organic reaction records. describe an organic reaction: reactants, conditions, products, and yield The reactants are CC(=O)CCC=1C=CC=2C=C(C=CC2C1)OC (nabumetone), C1=C(C(=CC2=CC=CC=C12)O)O (2,3-naphthalenediol), CC(=O)CCC=1C=CC=2C=C(C=CC2C1)OC (nabumetone). Solvent: [N+](=O)([O-])C (nitromethane). Conditions: time 8 hour. Product: C1=C(C(=CC2=CC=CC=C12)O)O (2,3-naphthalenediol), CC(=O)CCC=1C=CC=2C=C(C=CC2C1)OC.C1=C(C(=CC2=CC=CC=C12)O)O (nabumetone 2,3-naphthalenediol). The yield is 68.0%. Reaction SMILES: [CH3:1][C:2]([CH2:4][CH2:5][C:6]1[CH:7]=[CH:8][C:9]2[CH:10]=[C:11]([O:16][CH3:17])[CH:12]=[CH:13][C:14]=2[CH:15]=1)=[O:3].[CH:18]1[C:27]2[C:22](=[CH:23][CH:24]=[CH:25][CH:26]=2)[CH:21]=[C:20]([OH:28])[C:19]=1[OH:29]>[N+](C)([O-])=O>[CH:21]1[C:22]2[C:27](=[CH:26][CH:25]=[CH:24][CH:23]=2)[CH:18]=[C:19]([OH:29])[C:20]=1[OH:28].[CH3:1][C:2]([CH2:4][CH2:5][C:6]1[CH:7]=[CH:8][C:9]2[CH:10]=[C:11]([O:16][CH3:17])[CH:12]=[CH:13][C:14]=2[CH:15]=1)=[O:3].[CH:13]1[C:14]2[C:9](=[CH:8][CH:7]=[CH:6][CH:15]=2)[CH:10]=[C:11]([OH:16])[C:12]=1[OH:28] |f:4.5|. Procedure: As a demonstrative example, a cocrystal comprising a neutral API is described in this example. Cocrystals of nabumetone (a neutral API) and 2,3-naphthalenediol were prepared as follows. A 4.01 g sample of 2,3-naphthalenediol and 5.7 g of nabumetone were dissolved in 50 mL of nitromethane with heating. A solid was formed as the solution cooled and was allowed to stand overnight. The solid was filtered from the remaining solvent and dried in the air to yield 6.61 g (68%) of nabumetone:2,3-naphthal... Starting materials: COC1=C(C=CC=C1)C1=CC(=NC=N1)OC1=CC=C2C=CC=NC2=C1 (7-[6-(2-methoxy-phenyl)-pyrimidin-4-yloxy]-quinoline), B(Br)(Br)Br (BBr3). The solvent is ClCCl (dichloromethane). Reaction conditions: temperature -78 celsius. Product: N1=CC=CC2=CC=C(C=C12)OC1=CC(=NC=N1)C1=C(C=CC=C1)O (2-[6-(Quinolin-7-yloxy)-pyrimidin-4-yl]-phenol). RXN SMILES: C[O:2][C:3]1[CH:8]=[CH:7][CH:6]=[CH:5][C:4]=1[C:9]1[N:14]=[CH:13][N:12]=[C:11]([O:15][C:16]2[CH:25]=[C:24]3[C:19]([CH:20]=[CH:21][CH:22]=[N:23]3)=[CH:18][CH:17]=2)[CH:10]=1.B(Br)(Br)Br>ClCCl>[N:23]1[C:24]2[C:19](=[CH:18][CH:17]=[C:16]([O:15][C:11]3[N:12]=[CH:13][N:14]=[C:9]([C:4]4[CH:5]=[CH:6][CH:7]=[CH:8][C:3]=4[OH:2])[CH:10]=3)[CH:25]=2)[CH:20]=[CH:21][CH:22]=1. Procedure: To a 50-mL, round-bottomed flask containing 7-[6-(2-methoxy-phenyl)-pyrimidin-4-yloxy]-quinoline, (Example 109), (0.09 g, 0.27 mmol) was added dichloromethane (3 mL). The solution was cooled to −78° C. and BBr3 (0.82 mL, 0.82 mmol, 1 N in dichloromethane, Aldrich) was added. The reaction mixture was allowed to warm to room temperature over 1 h and then cooled to −78° C. and quenched with satd sodium bicarbonate (10 mL). The reaction mixture was diluted with water (50 mL) and extracted with dichl...